Dataset: the Open Reaction Database (ORD), a public repository of structured organic reaction records. Task: describe an organic reaction: reactants, conditions, products, and yield Starting materials: C(C)(=O)OCC (ethyl acetate), O=C1CN(C1)C(=O)OC(C)(C)C (tert-butyl 3-oxoazetidine-1-carboxylate), [H-].[Na+] (sodium hydride), C(#N)CP(OCC)(OCC)=O (diethyl cyanomethylphosphonate). Solvent: [Cl-].[Na+].O (Brine), O1CCCC1 (tetrahydrofuran), O1CCCC1 (tetrahydrofuran). Run at time 45 minute. Product: C(#N)C=C1CN(C1)C(=O)OC(C)(C)C (tert-butyl 3-(cyanomethylene)azetidine-1-carboxylate). Reaction SMILES: [H-].[Na+].[C:3]([CH2:5]P(=O)(OCC)OCC)#[N:4].O=[C:15]1[CH2:18][N:17]([C:19]([O:21][C:22]([CH3:25])([CH3:24])[CH3:23])=[O:20])[CH2:16]1.C(OCC)(=O)C>O1CCCC1.[Cl-].[Na+].O>[C:3]([CH:5]=[C:15]1[CH2:18][N:17]([C:19]([O:21][C:22]([CH3:25])([CH3:24])[CH3:23])=[O:20])[CH2:16]1)#[N:4] |f:0.1,6.7.8|. Reported procedure: To a suspension of sodium hydride (60% dispersion in mineral oil, 0.257 g, 6.42 mmol) in tetrahydrofuran (32 mL) at 0° C. under a nitrogen atmosphere was added diethyl cyanomethylphosphonate (1.19 g, 6.72 mmol) (purchased from Aldrich). The reaction was then stirred for 45 minutes at room temperature. A solution of tert-butyl 3-oxoazetidine-1-carboxylate (1.00 g, 5.84 mmol) (purchased from Alfa Aesar) in tetrahydrofuran (8.8 mL) was introduced dropwise and the mixture was stirred for 16 hours. B...